From a dataset of the Open Reaction Database (ORD), a public repository of structured organic reaction records. describe an organic reaction: reactants, conditions, products, and yield The reactants are CSc1ccc(C=CC#N)s1, CCO, Cl, NO, [Na+], [Na+], O=C([O-])[O-], O. The product is CSc1ccc(C=CC(N)=NO)s1. Reaction SMILES: [CH3:1][S:2][c:3]1[cH:4][cH:5][c:6]([CH:8]=[CH:9][C:10]#[N:11])[s:7]1.[CH3:21][CH2:22][OH:23].[ClH:12].[NH2:13][OH:14].[Na+:15].[Na+:16].[O-:17][C:18](=[O:19])[O-:20].[OH2:24]>>[CH3:1][S:2][c:3]1[cH:4][cH:5][c:6]([CH:8]=[CH:9][C:10]([NH2:11])=[N:13][OH:14])[s:7]1. The reactants are O=C([O-])[O-], CCOC(=O)CN1CCN(CCCc2c(C=O)[nH]c3c2CCCC3)CC1, CO, [K+], [K+], O. Yields the product O=Cc1[nH]c2c(c1CCCN1CCN(CC(=O)O)CC1)CCCC2. As a reaction SMILES: [C:27](=[O:28])([O-:29])[O-:30].[CH2:1]([CH3:2])[O:3][C:4]([CH2:5][N:6]1[CH2:7][CH2:8][N:9]([CH2:12][CH2:13][CH2:14][c:15]2[c:16]([CH:24]=[O:25])[nH:17][c:18]3[c:23]2[CH2:22][CH2:21][CH2:20][CH2:19]3)[CH2:10][CH2:11]1)=[O:26].[CH3:34][OH:35].[K+:31].[K+:32].[OH2:33]>>[O:3]=[C:4]([CH2:5][N:6]1[CH2:7][CH2:8][N:9]([CH2:12][CH2:13][CH2:14][c:15]2[c:16]([CH:24]=[O:25])[nH:17][c:18]3[c:23]2[CH2:22][CH2:21][CH2:20][CH2:19]3)[CH2:10][CH2:11]1)[OH:26].